This data is from the Open Reaction Database (ORD), a public repository of structured organic reaction records. The task is: describe an organic reaction: reactants, conditions, products, and yield Yields the product Cc1c(C(C)C(=O)O)c2cccnc2n1S(=O)(=O)c1ccc(Cl)c(Cl)c1. Reactants: C1CCOC1, CO, COC(=O)C(C)c1c(C)n(S(=O)(=O)c2ccc(Cl)c(Cl)c2)c2ncccc12, [Na+], [OH-]. As a reaction SMILES: [CH2:30]1[O:31][CH2:32][CH2:33][CH2:34]1.[CH3:35][OH:36].[CH3:3][O:4][C:5]([CH:6]([CH3:7])[c:8]1[c:9]([CH3:28])[n:10]([S:17](=[O:18])(=[O:19])[c:20]2[cH:21][c:22]([Cl:27])[c:23]([Cl:26])[cH:24][cH:25]2)[c:11]2[n:12][cH:13][cH:14][cH:15][c:16]12)=[O:29].[Na+:2].[OH-:1]>>[O:4]=[C:5]([CH:6]([CH3:7])[c:8]1[c:9]([CH3:28])[n:10]([S:17](=[O:18])(=[O:19])[c:20]2[cH:21][c:22]([Cl:27])[c:23]([Cl:26])[cH:24][cH:25]2)[c:11]2[n:12][cH:13][cH:14][cH:15][c:16]12)[OH:29]. Reactants: ClCCN1C(NCC1)=O (1-(2-chloroethyl)-imidazolidin-2-one), N1CCNCC1 (piperazine), ClCCN1C(NCC1)=O (1-(2-chloroethyl)-imidazolidin-2-one), C([O-])([O-])=O.[Na+].[Na+] (sodium carbonate). The solvent is CO (methanol), C(C)O (ethanol). Reaction conditions: time 1.5 hour. Yields the product N1(C(NCC1)=O)CCN1CCNCC1 (1-(2-(2-imidazolidinon-1-yl)ethyl)piperazine). Yield: 60.5%. Reaction SMILES: [NH:1]1[CH2:6][CH2:5][NH:4][CH2:3][CH2:2]1.Cl[CH2:8][CH2:9][N:10]1[CH2:14][CH2:13][NH:12][C:11]1=[O:15].C(=O)([O-])[O-].[Na+].[Na+]>C(O)C.CO>[N:10]1([CH2:9][CH2:8][N:1]2[CH2:6][CH2:5][NH:4][CH2:3][CH2:2]2)[CH2:14][CH2:13][NH:12][C:11]1=[O:15] |f:2.3.4|. Procedure details: A mixture of piperazine (86 g, 1.0 mol), 1-(2-chloroethyl)-imidazolidin-2-one (74 g, 0.5 mol) and sodium carbonate (159 g, 1.5 mol) in ethanol (500 ml) was refluxed with stirring for 1.5 hours. A solution of 1-(2-chloroethyl)-imidazolidin-2-one (74 g, 0.5 mol) in methanol (75 ml) was then added in the course of 1.5 hours, at reflux temperature, whereupon the reaction mixture was refluxed for 18 hours. After cooling, the reaction mixture was filtered and evaporated in vacuo. The residue was disso...